Dataset: the Open Reaction Database (ORD), a public repository of structured organic reaction records. Task: describe an organic reaction: reactants, conditions, products, and yield Procedure: 0.47 g (1 mol equiv.) N-Ethyl-5-thiophen-3-yl-4,5-dihydro-pyrazole-1-carboximidothioic acid methyl ester and 0.37 g (1.05 mol equiv.) 3-chlorobenzenesulfonamide were added to 7 mL acetonitrile. The reaction mixture was refluxed overnight and volatiles were removed under reduced pressure. The residue was taken up in ethyl acetate and extracted with 2N NaOH. The organic layer was dried over Na2SO4, filtered and evaporated to dryness. Purification by flash chromatography on silica gel (Et2O) afford... The reactants are CSC(=NCC)N1N=CCC1C1=CSC=C1 (N-Ethyl-5-thiophen-3-yl-4,5-dihydro-pyrazole-1-carboximidothioic acid methyl ester), ClC=1C=C(C=CC1)S(=O)(=O)N (3-chlorobenzenesulfonamide). RXN SMILES: CS[C:3]([N:7]1[CH:11]([C:12]2[CH:16]=[CH:15][S:14][CH:13]=2)[CH2:10][CH:9]=[N:8]1)=[N:4][CH2:5][CH3:6].[Cl:17][C:18]1[CH:19]=[C:20]([S:24]([NH2:27])(=[O:26])=[O:25])[CH:21]=[CH:22][CH:23]=1>C(#N)C>[Cl:17][C:18]1[CH:19]=[C:20]([S:24]([N:27]=[C:3]([NH:4][CH2:5][CH3:6])[N:7]2[CH:11]([C:12]3[CH:16]=[CH:15][S:14][CH:13]=3)[CH2:10][CH:9]=[N:8]2)(=[O:25])=[O:26])[CH:21]=[CH:22][CH:23]=1. Product: ClC=1C=C(C=CC1)S(=O)(=O)N=C(N1N=CCC1C1=CSC=C1)NCC (3-chloro-N-[ethylamino-(5-thiophen-3-yl-4,5-dihydro-pyrazol-1-yl)-methylene]-benzenesulfonamide). Isolated yield 0.1%. Run in C(C)#N (acetonitrile). Reactants: BrC=1N=C(C2=CC=CC=C2C1)N1CCN(CC1)CC (3-Bromo-1-(4-ethylpiperazin-1-yl)isoquinoline), C1OC2(CCN(CC2)C2=CC=C(C=C2)[Sn](CCCC)(CCCC)CCCC)OC1 (4-(4,4-ethylenedioxypiperidin-1-yl)phenyltributylstannum), tetrakistriphenylphosphine dichioride. Run in C=1(C(=CC=CC1)C)C (xylene). The product is C1OC2(CCN(CC2)C2=CC=C(C=C2)C=2N=C(C3=CC=CC=C3C2)N2CCN(CC2)CC)OC1 (3-[4-(4,4-ethylenedioxypiperidin-1-yl)phenyl]-1-(4-ethylpiperazin-1-yl)isoquinoline). Isolated yield 51.6%. As a reaction SMILES: Br[C:2]1[N:3]=[C:4]([N:12]2[CH2:17][CH2:16][N:15]([CH2:18][CH3:19])[CH2:14][CH2:13]2)[C:5]2[C:10]([CH:11]=1)=[CH:9][CH:8]=[CH:7][CH:6]=2.[CH2:20]1[CH2:48][O:47][C:22]2([CH2:27][CH2:26][N:25]([C:28]3[CH:33]=[CH:32][C:31]([Sn](CCCC)(CCCC)CCCC)=[CH:30][CH:29]=3)[CH2:24][CH2:23]2)[O:21]1>C1(C)C(C)=CC=CC=1>[CH2:20]1[CH2:48][O:47][C:22]2([CH2:27][CH2:26][N:25]([C:28]3[CH:33]=[CH:32][C:31]([C:2]4[N:3]=[C:4]([N:12]5[CH2:17][CH2:16][N:15]([CH2:18][CH3:19])[CH2:14][CH2:13]5)[C:5]5[C:10]([CH:11]=4)=[CH:9][CH:8]=[CH:7][CH:6]=5)=[CH:30][CH:29]=3)[CH2:24][CH2:23]2)[O:21]1. Procedure: 3-Bromo-1-(4-ethylpiperazin-1-yl)isoquinoline (1.72 g) and 4-(4,4-ethylenedioxypiperidin-1-yl)phenyltributylstannum (3.12 g) were reacted in the presence of tetrakistriphenylphosphine dichioride (0.5 g) in xylene (50 ml) at 140° C. for 5 hr. The reaction solution was concentrated, and ethyl acetate and an aqueous saturated solution of sodium bicarbonate were added to the resulting residue, for partitioning. The resulting organic layer was washed with water and brine, dried over magnesium sulfate... Starting materials: NC1=CC=C(C=C1)C1=NN(C2=NC=NC(=C21)N)[C@@H]2CC[C@@H](CC2)N2CCN(CC2)C (cis-3-(4-aminophenyl)-1-[4-(4-methylpiperazino)cyclohexyl]-1H-pyrazolo[3,4-d]pyrimidin-4-amine), CC(C(=O)O)(C)C1=CC=CC=C1 (α,α-dimethylphenylacetic acid), Cl.CN(CCCN=C=NCC)C (1-(3-dimethylaminopropyl)-3-ethylcarbodiimide hydrochloride), ON1N=NC2=C1N=CC=C2 (1-hydroxy-7-azabenzotriazole), C(C)(C)N(C(C)C)CC (N,N-diisopropylethylamine). Solvent: CN(C=O)C (N,N-Dimethylformamide). Run at time 5 minute. Yields the product C(C)(=O)O.C(C)(=O)O.NC1=C2C(=NC=N1)N(N=C2C2=CC=C(C=C2)NC(C(C)(C2=CC=CC=C2)C)=O)[C@@H]2CC[C@@H](CC2)N2CCN(CC2)C (cis-N1-(4-{4-amino-1-[4-(4-methylpiperazino)cyclohexyl]-1H-pyrazolo[3,4-d]pyrimidin-3-yl}phenyl)-2-methyl-2-phenylpropanamide diacetate). Yield: 23.2%. RXN SMILES: [NH2:1][C:2]1[CH:7]=[CH:6][C:5]([C:8]2[C:16]3[C:11](=[N:12][CH:13]=[N:14][C:15]=3[NH2:17])[N:10]([C@H:18]3[CH2:23][CH2:22][C@@H:21]([N:24]4[CH2:29][CH2:28][N:27]([CH3:30])[CH2:26][CH2:25]4)[CH2:20][CH2:19]3)[N:9]=2)=[CH:4][CH:3]=1.[CH3:31][C:32]([C:37]1[CH:42]=[CH:41][CH:40]=[CH:39][CH:38]=1)([CH3:36])[C:33]([OH:35])=[O:34].Cl.CN(C)CCCN=C=NCC.ON1C2N=CC=CC=2N=N1.C(N(CC)C(C)C)(C)C>CN(C)C=O>[C:33]([OH:35])(=[O:34])[CH3:32].[C:33]([OH:35])(=[O:34])[CH3:32].[NH2:17][C:15]1[N:14]=[CH:13][N:12]=[C:11]2[N:10]([C@H:18]3[CH2:23][CH2:22][C@@H:21]([N:24]4[CH2:25][CH2:26][N:27]([CH3:30])[CH2:28][CH2:29]4)[CH2:20][CH2:19]3)[N:9]=[C:8]([C:5]3[CH:4]=[CH:3][C:2]([NH:1][C:33](=[O:34])[C:32]([CH3:31])([C:37]4[CH:42]=[CH:41][CH:40]=[CH:39][CH:38]=4)[CH3:36])=[CH:7][CH:6]=3)[C:16]=12 |f:2.3,7.8.9|. Procedure: A solution containing cis-3-(4-aminophenyl)-1-[4-(4-methylpiperazino)cyclohexyl]-1H-pyrazolo[3,4-d]pyrimidin-4-amine (0.1 g, 0.000246 mol), α,α-dimethylphenylacetic acid (0.045 g, 0.000271 mol), 1-(3-dimethylaminopropyl)-3-ethylcarbodiimide hydrochloride (0.071 g, 0.000369 mol) and 1-hydroxy-7-azabenzotriazole (0.0037 g, 0.000271 mol) in anhydrous N,N-Dimethylformamide (5 mL) was stirred for 5 min., N,N-diisopropylethylamine (0.098 g, 0.00076 mol) was added dropwise and stirring under an atmosph... The reactants are substituting Intermediate 42, CC1=NC(=NC(=C1)C)N1C[C@@H]2CCNC[C@H]12 ((1R,6S)8-(4,6-dimethyl-pyrimidin-2-yl)-3,8-diaza-bicyclo[4.2.0]octane), FC=1C=CC(=C(C(=O)O)C1)N1N=CC=N1 (5-fluoro-2-(2H-1,2,3-triazol-2-yl)benzoic acid), S1C(=CC=C1)C1=C(C(=O)O)C=CC=C1 (2-thiophene-2-yl-benzoic acid). The product is FC=1C=CC(=C(C1)C(=O)N1C[C@@H]2N(C[C@@H]2CC1)C1=NC=C(C=C1)C)N1N=CC=N1 ((1R,6S)-3-{[5-Fluoro-2-(2H-1,2,3-triazol-2-yl)phenyl]carbonyl}-8-(5-methylpyridin-2-yl)-3,8-diazabicyclo[4.2.0]octane). Reaction SMILES: C[C:2]1[CH:7]=[C:6]([CH3:8])N=[C:4]([N:9]2[C@@H:16]3[C@@H:11]([CH2:12][CH2:13][NH:14][CH2:15]3)[CH2:10]2)[N:3]=1.[F:17][C:18]1[CH:19]=[CH:20][C:21]([N:27]2[N:31]=[CH:30][CH:29]=[N:28]2)=[C:22]([CH:26]=1)[C:23](O)=[O:24].S1C=CC=[C:33]1C1C=CC=CC=1C(O)=O>>[F:17][C:18]1[CH:19]=[CH:20][C:21]([N:27]2[N:31]=[CH:30][CH:29]=[N:28]2)=[C:22]([C:23]([N:14]2[CH2:13][CH2:12][C@@H:11]3[C@@H:16]([N:9]([C:4]4[CH:8]=[CH:6][C:7]([CH3:33])=[CH:2][N:3]=4)[CH2:10]3)[CH2:15]2)=[O:24])[CH:26]=1. Reported procedure: The title compound was prepared in a manner analogous to Example 1 substituting Intermediate 42 for (1R,6S)8-(4,6-dimethyl-pyrimidin-2-yl)-3,8-diaza-bicyclo[4.2.0]octane and 5-fluoro-2-(2H-1,2,3-triazol-2-yl)benzoic acid for 2-thiophene-2-yl-benzoic acid. MS (ESI) mass calcd. for C21H21FN6O, 392.4; m/z found, 393.2 [M+H]+. Reactants: N1CCOCC1 (morpholine), [O-]P(=O)([O-])[O-].[K+].[K+].[K+] (potassium phosphate tribasic), BrC1=CC(=CS1)C(=O)N1CC(CCC1)(C)C ((5-Bromo-thiophen-3-yl)-(3,3-dimethyl-piperidin-1-yl)-Methanone). Reagents/catalysts: [Cu]I (Copper (I) iodide), [Cu] (copper). Solvent: O (water), N,N-dimethylethanol. Run at temperature 70 celsius, time 8 hour. The product is CC1(CN(CCC1)C(=O)C1=CSC(=C1)N1CCOCC1)C ((3,3-Dimethyl-piperidin-1-yl)-(5-morpholin-4-yl-thiophen-3-yl)-methanone). RXN SMILES: Br[C:2]1[S:6][CH:5]=[C:4]([C:7]([N:9]2[CH2:14][CH2:13][CH2:12][C:11]([CH3:16])([CH3:15])[CH2:10]2)=[O:8])[CH:3]=1.[NH:17]1[CH2:22][CH2:21][O:20][CH2:19][CH2:18]1.[O-]P([O-])([O-])=O.[K+].[K+].[K+]>O.[Cu]I.[Cu]>[CH3:15][C:11]1([CH3:16])[CH2:12][CH2:13][CH2:14][N:9]([C:7]([C:4]2[CH:3]=[C:2]([N:17]3[CH2:22][CH2:21][O:20][CH2:19][CH2:18]3)[S:6][CH:5]=2)=[O:8])[CH2:10]1 |f:2.3.4.5|. Reported procedure: (5-Bromo-thiophen-3-yl)-(3,3-dimethyl-piperidin-1-yl)-Methanone (0.1 g) was dissolved in N,N-dimethylethanol (0.5 mL). Copper (I) iodide (0.003 g), copper powder (0.001 g), morpholine (0.045 mL) and potassium phosphate tribasic (0.001 g) were added. The mixture was heated to 70° C. and stirred overnight then diluted with water (2 mL) and the solvent evaporated. The residue was purified by flash chromatography on silica, eluting with 0-60% ethyl acetate in cyclohexane. The fractions containing th... The product is Cc1cc(Cl)cc(C)c1-n1cc(C(Cc2ccc(F)cc2F)=NOC(=O)C2CCOCC2)ccc1=O. Reactants: Cc1ccccc1, [Cl-], Cc1cc(Cl)cc(C)c1-n1cc(C(Cc2ccc(F)cc2F)=NO)ccc1=O, O=C(O)C1CCOCC1. As a reaction SMILES: [CH3:39][c:40]1[cH:41][cH:42][cH:43][cH:44][cH:45]1.[Cl-:29].[Cl:1][c:2]1[cH:3][c:4]([CH3:28])[c:5](-[n:9]2[c:10](=[O:27])[cH:11][cH:12][c:13]([C:15]([CH2:16][c:17]3[c:18]([F:24])[cH:19][c:20]([F:23])[cH:21][cH:22]3)=[N:25][OH:26])[cH:14]2)[c:6]([CH3:8])[cH:7]1.[O:30]1[CH2:31][CH2:32][CH:33]([C:36](=[O:37])[OH:38])[CH2:34][CH2:35]1>>[Cl:1][c:2]1[cH:3][c:4]([CH3:28])[c:5](-[n:9]2[c:10](=[O:27])[cH:11][cH:12][c:13]([C:15]([CH2:16][c:17]3[c:18]([F:24])[cH:19][c:20]([F:23])[cH:21][cH:22]3)=[N:25][O:26][C:36]([CH:33]3[CH2:32][CH2:31][O:30][CH2:35][CH2:34]3)=[O:37])[cH:14]2)[c:6]([CH3:8])[cH:7]1. The reactants are C(C)NC=1OC2=C(N1)C=CC(=C2)CCC=2N=C1N(C=CC=C1)C2C (2-ethylamino-6-[2-(3-methylimidazo[1,2-a]pyridin-2-yl)ethyl]benzoxazole), Cl (hydrochloric acid). Reagents/catalysts: [Pd] (Palladium on carbon). The solvent is CO (methanol). Yields the product C(C)NC=1OC2=C(N1)C=CC(=C2)CCC=2N=C1N(CCCC1)C2C (2-ethylamino-6-[2-(3-methyl-5,6,7,8-tetrahydroimidazo[1,2-a]pyridin-2-yl)-ethyl]benzoxazole). Isolated yield 81.0%. RXN SMILES: [CH2:1]([NH:3][C:4]1[O:5][C:6]2[CH:12]=[C:11]([CH2:13][CH2:14][C:15]3[N:16]=[C:17]4[CH:22]=[CH:21][CH:20]=[CH:19][N:18]4[C:23]=3[CH3:24])[CH:10]=[CH:9][C:7]=2[N:8]=1)[CH3:2].Cl>[Pd].CO>[CH2:1]([NH:3][C:4]1[O:5][C:6]2[CH:12]=[C:11]([CH2:13][CH2:14][C:15]3[N:16]=[C:17]4[CH2:22][CH2:21][CH2:20][CH2:19][N:18]4[C:23]=3[CH3:24])[CH:10]=[CH:9][C:7]=2[N:8]=1)[CH3:2]. Reported procedure: 10% Palladium on carbon (0.2 g) was added to a mixture of 2-ethylamino-6-[2-(3-methylimidazo[1,2-a]pyridin-2-yl)ethyl]benzoxazole (0.5 g) in methanol (10 ml) and 1N-hydrochloric acid (10 ml) and the mixture was subjected to catalytic reduction at ambient temperature under atmospheric pressure. The catalyst was removed by filtration and the filtrate was evaporated in vacuo. To the residue was added a mixture of ethyl acetate and water and the mixture was adjusted to pH 8 with 20% aqueous potassiu...